From a dataset of the Open Reaction Database (ORD), a public repository of structured organic reaction records. describe an organic reaction: reactants, conditions, products, and yield Starting materials: N1=CC=CC=C1 (pyridine), ClC(Cl)(OC(OC(Cl)(Cl)Cl)=O)Cl (Triphosgene), ClC(Cl)(Cl)OC(OC(Cl)(Cl)Cl)=O (bis(trichloromethyl)carbonate), C1C(COC(O1)C2=CC=CC=C2)O (1,3-O-benzylideneglycerol). Run in C(Cl)Cl (CH2Cl2). Conditions: temperature -40 celsius. Product: C(OC1COC(OC1)C1=CC=CC=C1)(=O)Cl (2-phenyl-1,3-dioxan-5-yl carbonochloridate). Reaction SMILES: [Cl:1][C:2](Cl)([O:4]C(=O)OC(Cl)(Cl)Cl)Cl.[CH2:13]1[O:18][CH:17]([C:19]2[CH:24]=[CH:23][CH:22]=[CH:21][CH:20]=2)[O:16][CH2:15][CH:14]1[OH:25].N1C=CC=CC=1>C(Cl)Cl>[C:2]([Cl:1])(=[O:4])[O:25][CH:14]1[CH2:13][O:18][CH:17]([C:19]2[CH:24]=[CH:23][CH:22]=[CH:21][CH:20]=2)[O:16][CH2:15]1. Reported procedure: Triphosgene (bis(trichloromethyl)carbonate (13.35 g, 45.0 mmol) was added under argon at room temperature to a solution of 1,3-O-benzylideneglycerol (18.02 g, 100.0 mmol) in dry CH2Cl2 (300 ml). The reaction mixture was cooled to −40° C. and a solution of pyridine (10.9 ml, 135.0 mmol) was added over 35 min under stirring. Upon completion of the addition the reaction mixture was stirred for 30 min at −40° C. Then it was allowed to warm to 0° C. over 60 min and subsequently warmed to rt over 3.5 ... The reactants are S(=O)(=O)([O-])CCO.[Na+] (sodium isethionate), N1(CCNCC1)CCS(=O)(=O)[O-].[Na+] (sodium N-piperazineethanesulfonate), C1CO1 (ethylene oxide), N1CCNCC1 (piperazine), S(=O)(=O)(O)CCO (isethionic acid). Run in O (water). Run at temperature 200 fahrenheit, time 4 hour. Yields the product OCCN1CCN(CC1)CCS(=O)(=O)[O-].[Na+] (sodium N'-hydroxyethyl-N-piperazineethanesulfonate). Reaction SMILES: S([CH2:5][CH2:6][OH:7])([O-])(=O)=O.[Na+:8].N1CCNCC1.S(CCO)(O)(=O)=O.[N:22]1([CH2:28][CH2:29][S:30]([O-:33])(=[O:32])=[O:31])[CH2:27][CH2:26][NH:25][CH2:24][CH2:23]1.[Na+].C1OC1>O>[OH:7][CH2:6][CH2:5][N:25]1[CH2:26][CH2:27][N:22]([CH2:28][CH2:29][S:30]([O-:33])(=[O:31])=[O:32])[CH2:23][CH2:24]1.[Na+:8] |f:0.1,4.5,8.9|. Reported procedure: Forty-four grams of ethylene oxide (1 mole) is bled into a reaction vessel containing 104 grams of sodium bisulfite in water (45 percent by weight). The mixture is agitated at ambient temperature and 100 psi pressure during the addition of the bisulfite. The reactants interact to form an aqueous isethionic acid salt comprising 54 percent by weight sodium isethionate. A quantity of 86 grams of piperazine (1 mole) is admixed with the solution and the admixture is heated to a temperature of about 2... Reactants: C[N+]1([O-])CCOCC1, CC(C)=O, CCOC(C)=O, C=Cc1ccc2c(c1)C13CCCCC1C(C2)N(C(=O)OC(C)(C)C)CC3, [Na+], [Na+], O, O=S([O-])[O-]. Yields the product CC(C)(C)OC(=O)N1CCC23CCCCC2C1Cc1ccc(C(O)CO)cc13. Reaction SMILES: [CH3:28][N+:29]1([O-:30])[CH2:31][CH2:33][O:32][CH2:34][CH2:35]1.[CH3:42][C:43](=[O:44])[CH3:45].[CH3:46][CH2:47][O:48][C:49](=[O:50])[CH3:51].[CH:1](=[CH2:2])[c:3]1[cH:4][cH:5][c:6]2[c:15]([cH:16]1)[C:14]13[CH:9]([CH:8]([CH2:7]2)[N:19]([C:20](=[O:21])[O:22][C:23]([CH3:24])([CH3:25])[CH3:26])[CH2:18][CH2:17]1)[CH2:10][CH2:11][CH2:12][CH2:13]3.[Na+:40].[Na+:41].[OH2:27].[S:36]([O-:37])([O-:38])=[O:39]>>[CH:1]([CH2:2][OH:32])([c:3]1[cH:4][cH:5][c:6]2[c:15]([cH:16]1)[C:14]13[CH:9]([CH:8]([CH2:7]2)[N:19]([C:20](=[O:21])[O:22][C:23]([CH3:24])([CH3:25])[CH3:26])[CH2:18][CH2:17]1)[CH2:10][CH2:11][CH2:12][CH2:13]3)[OH:27].